From a dataset of the Open Reaction Database (ORD), a public repository of structured organic reaction records. describe an organic reaction: reactants, conditions, products, and yield The reactants are [Si](C1=CC=CC=C1)(C1=CC=CC=C1)(C(C)(C)C)OCC(C)N(C(=O)C1=CC=C2C=C(N(C2=C1)COCC[Si](C)(C)C)C1=NN(C=2CC(CCC12)(C)C)COCC[Si](C)(C)C)C (2-{6,6-dimethyl-1-[2-(trimethylsilyl)ethoxymethyl]-4,5,6,7-tetrahydro-1H-indazol-3-yl}-1-[2-(trimethylsilyl)ethoxymethyl]-1H-indole-6-carboxylic acid [2-(tert-butyldiphenylsilyloxy)-1-methylethyl]methylamide), [F-].C(CCC)[N+](CCCC)(CCCC)CCCC (tetrabutylammonium fluoride). Solvent: CN(C=O)C (N,N-dimethylformamide). Reaction conditions: temperature 90 celsius. Yields the product OCC(C)N(C(=O)C1=CC=C2C=C(NC2=C1)C1=NNC=2CC(CCC12)(C)C)C (2-(6,6-dimethyl-4,5,6,7-tetrahydro-1H-indazol-3-yl)-1H-indole-6-carboxylic acid (2-hydroxy-1-methylethyl)methylamide). The yield is 88.1%. Reaction SMILES: [Si]([O:18][CH2:19][CH:20]([N:22]([CH3:61])[C:23]([C:25]1[CH:33]=[C:32]2[C:28]([CH:29]=[C:30]([C:42]3[C:50]4[CH2:49][CH2:48][C:47]([CH3:52])([CH3:51])[CH2:46][C:45]=4[N:44](COCC[Si](C)(C)C)[N:43]=3)[N:31]2COCC[Si](C)(C)C)=[CH:27][CH:26]=1)=[O:24])[CH3:21])(C(C)(C)C)(C1C=CC=CC=1)C1C=CC=CC=1.[F-].C([N+](CCCC)(CCCC)CCCC)CCC>CN(C)C=O>[OH:18][CH2:19][CH:20]([N:22]([CH3:61])[C:23]([C:25]1[CH:33]=[C:32]2[C:28]([CH:29]=[C:30]([C:42]3[C:50]4[CH2:49][CH2:48][C:47]([CH3:52])([CH3:51])[CH2:46][C:45]=4[NH:44][N:43]=3)[NH:31]2)=[CH:27][CH:26]=1)=[O:24])[CH3:21] |f:1.2|. Reported procedure: A solution of 2-{6,6-dimethyl-1-[2-(trimethylsilyl)ethoxymethyl]-4,5,6,7-tetrahydro-1H-indazol-3-yl}-1-[2-(trimethylsilyl)ethoxymethyl]-1H-indole-6-carboxylic acid [2-(tert-butyldiphenylsilyloxy)-1-methylethyl]methylamide (145 mg, 0.17 mmol) in N,N-dimethylformamide (1.2 ml) was added to tetrabutylammonium fluoride (1.7 ml, 1.7 mmol) concentrated in advance under reduced pressure. Ethylenediamine (0.29 ml) was added, and the mixture was stirred with heating at 90° C. for 14 hr. After cooling, to... Reactants: NC=1C2=C(N=CN1)N(C=C2I)[C@H]2[C@](O)([C@H](O)[C@H](O2)CO)C (4-Amino-5-iodo-7-(2-C-methyl-β-D-ribofuranosyl)-7H-pyrrolo[2,3-d]pyrimidine), C1(=CC=CC=C1)B(O)O (phenylboronic acid), C(=O)([O-])[O-].[Na+].[Na+] (Na2CO3), C1=CC(=CC(=C1)S(=O)(=O)[O-])P(C2=CC(=CC=C2)S(=O)(=O)[O-])C3=CC(=CC=C3)S(=O)(=O)[O-].[Na+].[Na+].[Na+] (TPPTS). The reagents and catalysts are CC(=O)[O-].CC(=O)[O-].[Pd+2] (Pd(OAc)2). The solvent is O.CC#N (water MeCN). Reaction conditions: temperature 80 celsius, time 1 hour. The product is NC=1C2=C(N=CN1)N(C=C2C2=CC=CC=C2)[C@H]2[C@](O)([C@H](O)[C@H](O2)CO)C (4-Amino-7-(2-C-methyl-β-D-ribofuranosyl)-5-phenyl-7H-pyrrolo[2,3-d]pyrimidine). The yield is 70.2%. RXN SMILES: [NH2:1][C:2]1[C:3]2[C:10](I)=[CH:9][N:8]([C@@H:12]3[O:18][C@H:17]([CH2:19][OH:20])[C@@H:15]([OH:16])[C@@:13]3([CH3:21])[OH:14])[C:4]=2[N:5]=[CH:6][N:7]=1.[C:22]1(B(O)O)[CH:27]=[CH:26][CH:25]=[CH:24][CH:23]=1.C([O-])([O-])=O.[Na+].[Na+].C1C=C(S([O-])(=O)=O)C=C(P(C2C=CC=C(S([O-])(=O)=O)C=2)C2C=CC=C(S([O-])(=O)=O)C=2)C=1.[Na+].[Na+].[Na+]>O.CC#N.CC([O-])=O.CC([O-])=O.[Pd+2]>[NH2:1][C:2]1[C:3]2[C:10]([C:22]3[CH:27]=[CH:26][CH:25]=[CH:24][CH:23]=3)=[CH:9][N:8]([C@@H:12]3[O:18][C@H:17]([CH2:19][OH:20])[C@@H:15]([OH:16])[C@@:13]3([CH3:21])[OH:14])[C:4]=2[N:5]=[CH:6][N:7]=1 |f:2.3.4,5.6.7.8,9.10,11.12.13|. Reported procedure: An argon purged mixture of compound 6 from Step 2 (49 mg, 0.12 mmol), phenylboronic acid (25 mg, 0.20 mmol), Na2CO3 (144 mg, 1.36 mmol), TPPTS (15.5 mg, 0.027 mmol) and Pd(OAc)2 (1.4 mg, 6.2 μmol) in water/MeCN (2:1, 1.8 ml) was stirred at 80° C. for 1 h. After cooling, volatiles were removed by evaporation and the residue was purified by reverse phase chromatography (0→100% MeOH in water) affording title compound 7a as white solid (30 mg, 70%). Mp 129° C. [α]20D −55.7 (c 0.226, MeOH). 1H NMR (6... The reactants are ClC=1C(=CC(=C(C(=O)OC)C1)F)OC1CCC(CC1)=O (methyl 5-chloro-2-fluoro-4-((4-oxocyclohexyl)oxy)benzoate), CC(C)([O-])C.[K+] (potassium tert-butoxide). Reagents/catalysts: [Br-].C[P+](C1=CC=CC=C1)(C1=CC=CC=C1)C1=CC=CC=C1 (methyltriphenylphosphonium bromide). The solvent is O1CCCC1 (tetrahydrofuran), O (water), O1CCCC1 (tetrahydrofuran), O1CCCC1 (tetrahydrofuran). Run at temperature 0 celsius, time 1 hour. The product is ClC=1C(=CC(=C(C(=O)OC)C1)F)OC1CCC(CC1)=C (methyl 5-chloro-2-fluoro-4-((4-methylenecyclohexyl)oxy)benzoate). Isolated yield 83.3%. Reaction SMILES: [CH3:1]C(C)([O-])C.[K+].[Cl:7][C:8]1[C:9]([O:19][CH:20]2[CH2:25][CH2:24][C:23](=O)[CH2:22][CH2:21]2)=[CH:10][C:11]([F:18])=[C:12]([CH:17]=1)[C:13]([O:15][CH3:16])=[O:14]>[Br-].C[P+](C1C=CC=CC=1)(C1C=CC=CC=1)C1C=CC=CC=1.O1CCCC1.O>[Cl:7][C:8]1[C:9]([O:19][CH:20]2[CH2:25][CH2:24][C:23](=[CH2:1])[CH2:22][CH2:21]2)=[CH:10][C:11]([F:18])=[C:12]([CH:17]=1)[C:13]([O:15][CH3:16])=[O:14] |f:0.1,3.4|. Reported procedure: To a suspension of methyltriphenylphosphonium bromide (1.61 g, 4.51 mmol) in anhydrous tetrahydrofuran (20 mL) was added a solution of potassium tert-butoxide (0.541 g, 4.82 mmol) in anhydrous tetrahydrofuran (15 mL) dropwise over 3 minutes at 0° C. The mixture was stirred under a nitrogen atmosphere at 0° C. for 1 h. To this solution was added a solution of methyl 5-chloro-2-fluoro-4-((4-oxocyclohexyl)oxy)benzoate (1.05 g, 3.48 mmol) in anhydrous tetrahydrofuran (15 mL) dropwise over 3 minutes.... Procedure: The procedure for the synthesis of example 18a, 1-(4-Benzyl-morpholin-2-yl)-2-(2-chloro-6-fluoro-phenyl)-1-phenyl-ethanol, using 2,5-dichlorobenzyl magnesium chloride as starting material (available from Rieke Metals) was followed making non-critical variations, to yield the title compound. This material was used in step b) without further purification. LCMS (6 minutes method) [M+H]+=442 @ Rt 3.48 min. major peak. The reactants are C(C1=CC=CC=C1)N1CC(OCC1)C(CC1=C(C=CC=C1F)Cl)(O)C1=CC=CC=C1 (1-(4-Benzyl-morpholin-2-yl)-2-(2-chloro-6-fluoro-phenyl)-1-phenyl-ethanol), ClC1=C(C[Mg]Cl)C=C(C=C1)Cl (2,5-dichlorobenzyl magnesium chloride), Rieke Metals. Product: C(C1=CC=CC=C1)N1CC(OCC1)C(CC1=C(C=CC(=C1)Cl)Cl)(O)C1=CC=CC=C1 (1-(4-Benzyl-morpholin-2-yl)-2-(2,5-dichloro-phenyl)-1-phenyl-ethanol). As a reaction SMILES: [CH2:1]([N:8]1[CH2:13][CH2:12][O:11][CH:10]([C:14]([C:25]2[CH:30]=[CH:29][CH:28]=[CH:27][CH:26]=2)([OH:24])[CH2:15][C:16]2[C:21](F)=[CH:20][CH:19]=[CH:18][C:17]=2[Cl:23])[CH2:9]1)[C:2]1[CH:7]=[CH:6][CH:5]=[CH:4][CH:3]=1.[Cl:31]C1C=CC(Cl)=CC=1C[Mg]Cl>>[CH2:1]([N:8]1[CH2:13][CH2:12][O:11][CH:10]([C:14]([C:25]2[CH:30]=[CH:29][CH:28]=[CH:27][CH:26]=2)([OH:24])[CH2:15][C:16]2[CH:21]=[C:20]([Cl:31])[CH:19]=[CH:18][C:17]=2[Cl:23])[CH2:9]1)[C:2]1[CH:7]=[CH:6][CH:5]=[CH:4][CH:3]=1. Starting materials: COC(CNC([C@@H](NC(=O)OC(C)(C)C)COC#CC)=O)=O (N-tert-butoxycarbonyl O-propynyl L-seryl glycine methyl ester), FC(C(=O)O)(F)F (Trifluoroacetic acid). Run in C(Cl)Cl (CH2Cl2). Reaction conditions: time 2 hour. Yields the product FC(C(=O)O)(F)F.COC(CNC([C@@H](N)COC#CC)=O)=O (O-Propynyl L-Seryl Glycine Methyl Ester Trifluoroacetate). Isolated yield 88.0%. Reaction SMILES: [CH3:1][O:2][C:3](=[O:22])[CH2:4][NH:5][C:6](=[O:21])[C@H:7]([CH2:16][O:17][C:18]#[C:19][CH3:20])[NH:8]C(OC(C)(C)C)=O.[F:23][C:24]([F:29])([F:28])[C:25]([OH:27])=[O:26]>C(Cl)Cl>[F:23][C:24]([F:29])([F:28])[C:25]([OH:27])=[O:26].[CH3:1][O:2][C:3](=[O:22])[CH2:4][NH:5][C:6](=[O:21])[C@H:7]([CH2:16][O:17][C:18]#[C:19][CH3:20])[NH2:8] |f:3.4|. Reported procedure: N-tert-butoxycarbonyl O-propynyl L-seryl glycine methyl ester (2.52 g, 8.02 mmol) was dissolved in CH2Cl2 (15 mL). Trifluoroacetic acid (15 mL) was added and the reaction mixture stirred for 2 h at room temperature. The solvent and bulk of excess TFA were removed and the residue washed with Et2O (2×15 mL). The diethyl ether was decanted off and the residue dried under vacuum before being redissolved in CH2Cl2 (70 mL). The solvent was evaporated and the residue dried under high vacuum overnight a... Solvent: CO.O (MeOH H2O), O1CCCC1 (tetrahydrofuran), CS(=O)C (DMSO). Procedure details: An amount of 6-bromo-1,3-bis{[tert-butyl(dimethyl)silyl]oxy}isoquinoline (15.0 g, 32.0 mmol) in 100 mL of anhydrous tetrahydrofuran is cooled to −78° C. and then 47 mL (80.0 mmol) of tert-butyllithium (1.7 M in pentane) is added slowly with stirring. After stirring at this temperature for 2 hr, 12.0 g (48 mmol) of fresh iodine crystal is quickly add into the mixture, and stirred at this temperature for additional 5 h. The dry-ice bath is removed, and the reaction mixture is allowed to warm up to... The yield is 55.5%. Reaction SMILES: Br[C:2]1[CH:3]=[C:4]2[C:9](=[CH:10][CH:11]=1)[C:8]([O:12][Si](C(C)(C)C)(C)C)=[N:7][C:6]([O:20][Si](C(C)(C)C)(C)C)=[CH:5]2.C([Li])(C)(C)C.[I:33]I.Cl>O1CCCC1.CS(C)=O.CO.O>[I:33][C:2]1[CH:3]=[C:4]2[C:9](=[CH:10][CH:11]=1)[C:8](=[O:12])[NH:7][C:6](=[O:20])[CH2:5]2 |f:6.7|. The product is IC=1C=C2CC(NC(C2=CC1)=O)=O (6-Iodoisoquinoline-1,3(2H,4H)-dione). Starting materials: C(C)(C)(C)[Li] (tert-butyllithium), Cl (HCl), BrC=1C=C2C=C(N=C(C2=CC1)O[Si](C)(C)C(C)(C)C)O[Si](C)(C)C(C)(C)C (6-bromo-1,3-bis{[tert-butyl(dimethyl)silyl]oxy}isoquinoline), II (iodine). Reactants: O=Cc1cccc(Br)c1, Clc1ncc(Br)c(Cl)n1, C1CCOC1. Product: OC(c1cccc(Br)c1)c1cnc(Cl)nc1Cl. Reaction SMILES: [Br:10][c:11]1[cH:12][c:13]([CH:14]=[O:15])[cH:16][cH:17][cH:18]1.[Br:1][c:2]1[c:3]([Cl:9])[n:4][c:5]([Cl:8])[n:6][cH:7]1.[CH2:19]1[O:20][CH2:21][CH2:22][CH2:23]1>>[c:2]1([CH:14]([c:13]2[cH:12][c:11]([Br:10])[cH:18][cH:17][cH:16]2)[OH:15])[c:3]([Cl:9])[n:4][c:5]([Cl:8])[n:6][cH:7]1. Reactants: CC(=O)[O-], CC(=O)OC(C)=O, CC1(C)CON(Cc2ccc(NC(=O)c3ncccc3C(=O)O)cc2Cl)C1=O, [Na+]. Yields the product CC1(C)CON(Cc2ccc(N3C(=O)c4cccnc4C3=O)cc2Cl)C1=O. RXN SMILES: [CH3:2][C:3](=[O:4])[O-:5].[CH3:34][C:35]([O:36][C:37](=[O:38])[CH3:39])=[O:40].[Cl:6][c:7]1[c:8]([CH2:25][N:26]2[O:27][CH2:28][C:29]([CH3:32])([CH3:33])[C:30]2=[O:31])[cH:9][cH:10][c:11]([NH:13][C:14](=[O:15])[c:16]2[n:17][cH:18][cH:19][cH:20][c:21]2[C:22](=[O:23])[OH:24])[cH:12]1.[Na+:1]>>[Cl:6][c:7]1[c:8]([CH2:25][N:26]2[O:27][CH2:28][C:29]([CH3:32])([CH3:33])[C:30]2=[O:31])[cH:9][cH:10][c:11]([N:13]2[C:14](=[O:15])[c:16]3[n:17][cH:18][cH:19][cH:20][c:21]3[C:22]2=[O:24])[cH:12]1. Reactants: CO, Cn1cc(C(=O)NCc2ccc(Cl)cc2)c(=O)c2cc(C#CCO)cc(F)c21, ClCCl. The product is Cn1cc(C(=O)NCc2ccc(Cl)cc2)c(=O)c2cc(C=CCO)cc(F)c21. Reaction SMILES: [CH3:29][OH:30].[Cl:1][c:2]1[cH:3][cH:4][c:5]([CH2:6][NH:7][C:8](=[O:9])[c:10]2[cH:11][n:12]([CH3:26])[c:13]3[c:14]([F:25])[cH:15][c:16]([C:21]#[C:22][CH2:23][OH:24])[cH:17][c:18]3[c:19]2=[O:20])[cH:27][cH:28]1.[Cl:31][CH2:32][Cl:33]>>[Cl:1][c:2]1[cH:3][cH:4][c:5]([CH2:6][NH:7][C:8](=[O:9])[c:10]2[cH:11][n:12]([CH3:26])[c:13]3[c:14]([F:25])[cH:15][c:16]([CH:21]=[CH:22][CH2:23][OH:24])[cH:17][c:18]3[c:19]2=[O:20])[cH:27][cH:28]1.